The task is: describe an organic reaction: reactants, conditions, products, and yield. This data is from the Open Reaction Database (ORD), a public repository of structured organic reaction records. Reactants: CO, Cc1cc([N+](=O)[O-])c(C)c2[nH]cnc12, O=C[O-], [NH4+]. Product: Cc1cc(N)c(C)c2[nH]cnc12. RXN SMILES: [CH3:19][OH:20].[CH3:1][c:2]1[c:3]([N+:12]([O-:13])=[O:14])[cH:4][c:5]([CH3:11])[c:6]2[n:7][cH:8][nH:9][c:10]12.[CH:15]([O-:16])=[O:17].[NH4+:18]>>[CH3:1][c:2]1[c:3]([NH2:12])[cH:4][c:5]([CH3:11])[c:6]2[n:7][cH:8][nH:9][c:10]12.